From a dataset of the Open Reaction Database (ORD), a public repository of structured organic reaction records. describe an organic reaction: reactants, conditions, products, and yield Reactants: CC1CNCC(C)N1, CC(Oc1cc(-c2cccc(C(=O)O)c2)cnc1N)c1c(Cl)cccc1Cl. Yields the product CC1CN(C(=O)c2cccc(-c3cnc(N)c(OC(C)c4c(Cl)cccc4Cl)c3)c2)CC(C)N1. Reaction SMILES: [CH3:28][CH:29]1[CH2:30][NH:31][CH2:32][CH:33]([CH3:35])[NH:34]1.[NH2:1][c:2]1[c:3]([O:17][CH:18]([CH3:19])[c:20]2[c:21]([Cl:27])[cH:22][cH:23][cH:24][c:25]2[Cl:26])[cH:4][c:5](-[c:8]2[cH:9][c:10]([C:11](=[O:12])[OH:13])[cH:14][cH:15][cH:16]2)[cH:6][n:7]1>>[NH2:1][c:2]1[c:3]([O:17][CH:18]([CH3:19])[c:20]2[c:21]([Cl:27])[cH:22][cH:23][cH:24][c:25]2[Cl:26])[cH:4][c:5](-[c:8]2[cH:9][c:10]([C:11](=[O:13])[N:31]3[CH2:30][CH:29]([CH3:28])[NH:34][CH:33]([CH3:35])[CH2:32]3)[cH:14][cH:15][cH:16]2)[cH:6][n:7]1. The product is N1=CN=C(C2=C1NC=C2)C=2C=NN(C2)[C@H]2CC[C@H](CC2)C#N (cis-4-[4-(7H-Pyrrolo[2,3-d]pyrimidin-4-yl)-1H-pyrazol-1-yl]cyclohexanecarbonitrile). Procedure: [A] cis-4-[4-(7-[2-(Trimethylsilyl)ethoxy]methyl-7H-pyrrolo[2,3-d]pyrimidin-4-yl)-1H-pyrazol-1-yl]cyclohexanecarbaldehyde oxime (11.0 mg, 0.0000250 mol) was dissolved in pyridine (0.25 mL, 0.0031 mol), and benzenesulfonyl chloride (10.0 μL, 0.0000784 mol) was added and the resulting mixture was stirred at rt. After stirring 15 h, LCMS analysis showed formation of the product, M+H 423. The product was isolated by prep HPLCMS using a 19 mm×100 mm C18 column; 45% CH3CN—H2O (0.1% NH4OH), 1 min, to 7... Isolated yield 109.5%. Run in CC#N.O (CH3CN—H2O). Reactants: C[Si](CCOCN1C=CC2=C1N=CN=C2C=2C=NN(C2)[C@H]2CC[C@H](CC2)C=NO)(C)C (cis-4-[4-(7-[2-(Trimethylsilyl)ethoxy]methyl-7H-pyrrolo[2,3-d]pyrimidin-4-yl)-1H-pyrazol-1-yl]cyclohexanecarbaldehyde oxime), N1=CC=CC=C1 (pyridine), C1(=CC=CC=C1)S(=O)(=O)Cl (benzenesulfonyl chloride). Reaction SMILES: C[Si](C)(C)CCOC[N:7]1[C:11]2[N:12]=[CH:13][N:14]=[C:15]([C:16]3[CH:17]=[N:18][N:19]([C@@H:21]4[CH2:26][CH2:25][C@H:24]([CH:27]=[N:28]O)[CH2:23][CH2:22]4)[CH:20]=3)[C:10]=2[CH:9]=[CH:8]1.N1C=CC=CC=1.C1(S(Cl)(=O)=O)C=CC=CC=1>CC#N.O>[N:12]1[C:11]2[NH:7][CH:8]=[CH:9][C:10]=2[C:15]([C:16]2[CH:17]=[N:18][N:19]([C@@H:21]3[CH2:22][CH2:23][C@H:24]([C:27]#[N:28])[CH2:25][CH2:26]3)[CH:20]=2)=[N:14][CH:13]=1 |f:3.4|.